Dataset: the Open Reaction Database (ORD), a public repository of structured organic reaction records. Task: describe an organic reaction: reactants, conditions, products, and yield The reactants are NC1(C2=CC(=CC=C2OC2=NC=C(C=C21)Br)I)CO ((5-amino-3-bromo-7-iodo-5H-chromeno[2,3-b]pyridin-5-yl)methanol), BrCC#N (bromoacetonitrile), CC(C)([O-])C.[Li+] (Lithium tert-butoxide). The solvent is C1CCOC1 (THF). Product: NC1(C2=CC(=CC=C2OC2=NC=C(C=C21)Br)I)COCC#N (2-((5-amino-3-bromo-7-iodo-5H-chromeno[2,3-b]pyridin-5-yl)methoxy)acetonitrile). Isolated yield 51.2%. Reaction SMILES: [NH2:1][C:2]1([CH2:18][OH:19])[C:15]2[C:10](=[N:11][CH:12]=[C:13]([Br:16])[CH:14]=2)[O:9][C:8]2[C:3]1=[CH:4][C:5]([I:17])=[CH:6][CH:7]=2.Br[CH2:21][C:22]#[N:23].CC(C)([O-])C.[Li+]>C1COCC1>[NH2:1][C:2]1([CH2:18][O:19][CH2:21][C:22]#[N:23])[C:15]2[C:10](=[N:11][CH:12]=[C:13]([Br:16])[CH:14]=2)[O:9][C:8]2[C:3]1=[CH:4][C:5]([I:17])=[CH:6][CH:7]=2 |f:2.3|. Procedure details: A solution of (5-amino-3-bromo-7-iodo-5H-chromeno[2,3-b]pyridin-5-yl)methanol (10.00 g, 23.09 mmol) and bromoacetonitrile (12.06 mL, 173 mmol) in 25 mL THF was heated to 40° C. Lithium tert-butoxide [1N in THF (173 mL, 173 mmol)] was added drop wise via addition funnel over 5 hours. After completed addition, the reaction mixture was concentrated. The residue was purified by column chromatography [0-80% (95:5 EtOAc/MeOH)/heptane] to yield 2-((5-amino-3-bromo-7-iodo-5H-chromeno[2,3-b]pyridin-5-yl)... Reactants: CCOC(C)=O, COc1ccc(C2(O)CCN(Cc3ccccc3)CC2)cc1, ClCCl, [Na+], [OH-]. Product: COc1ccc(C2=CCN(Cc3ccccc3)CC2)cc1. RXN SMILES: [C:28]([O:29][CH2:30][CH3:31])(=[O:32])[CH3:33].[CH2:1]([c:2]1[cH:3][cH:4][cH:5][cH:6][cH:7]1)[N:8]1[CH2:9][CH2:10][C:11]([OH:14])([c:15]2[cH:16][cH:17][c:18]([O:21][CH3:22])[cH:19][cH:20]2)[CH2:12][CH2:13]1.[Cl:25][CH2:26][Cl:27].[Na+:24].[OH-:23]>>[CH2:1]([c:2]1[cH:3][cH:4][cH:5][cH:6][cH:7]1)[N:8]1[CH2:9][CH:10]=[C:11]([c:15]2[cH:16][cH:17][c:18]([O:21][CH3:22])[cH:19][cH:20]2)[CH2:12][CH2:13]1. Starting materials: BrC=1C(=NN(C1)C)C(=O)O (4-bromo-1-methyl-1H-pyrazole-3-carboxylic acid), C1CCOC1 (THF), B.C1CCOC1 (BH3.THF), C1CCOC1 (THF), ClC1=C(C(=CC=C1F)OC)[C@@H](C)C1=CNC2=NC=C(C=C21)B2OC(C(O2)(C)C)(C)C (3-[(S)-1-(2-Chloro-3-fluoro-6-methoxyphenyl)-ethyl]-5-(4,4,5,5-tetramethyl-[1,3,2]dioxaborolan-2-yl)-1H-pyrrolo[2,3-b]pyridine), C(=O)([O-])[O-].[K+].[K+] (K2CO3), O (H2O). The reagents and catalysts are [Pd](Cl)Cl.C1(=CC=CC=C1)P([C-]1C=CC=C1)C1=CC=CC=C1.[C-]1(C=CC=C1)P(C1=CC=CC=C1)C1=CC=CC=C1.[Fe+2] ((1,1′bis-(diphenylphosphino)-ferrocene) palladium dichloride). Solvent: O1CCOCC1 (dioxane). Conditions: temperature 60 celsius. Product: ClC1=C(C(=CC=C1F)OC)[C@@H](C)C1=CNC2=NC=C(C=C21)C=2C(=NN(C2)C)CO ((4-{3-[(1S)-1-(2-Chloro-3-fluoro-6-methoxyphenyl)ethyl]-1H-pyrrolo[2,3-b]pyridin-5-yl}-1-methyl-1H-pyrazol-3-yl)methanol). As a reaction SMILES: Br[C:2]1[C:3]([C:8]([OH:10])=O)=[N:4][N:5]([CH3:7])[CH:6]=1.C1COCC1.B.C1COCC1.[Cl:22][C:23]1[C:28]([F:29])=[CH:27][CH:26]=[C:25]([O:30][CH3:31])[C:24]=1[C@H:32]([C:34]1[C:42]2[C:37](=[N:38][CH:39]=[C:40](B3OC(C)(C)C(C)(C)O3)[CH:41]=2)[NH:36][CH:35]=1)[CH3:33].C([O-])([O-])=O.[K+].[K+].O>[Pd](Cl)Cl.C1(P(C2C=CC=CC=2)[C-]2C=CC=C2)C=CC=CC=1.[C-]1(P(C2C=CC=CC=2)C2C=CC=CC=2)C=CC=C1.[Fe+2].O1CCOCC1>[Cl:22][C:23]1[C:28]([F:29])=[CH:27][CH:26]=[C:25]([O:30][CH3:31])[C:24]=1[C@H:32]([C:34]1[C:42]2[C:37](=[N:38][CH:39]=[C:40]([C:2]3[C:3]([CH2:8][OH:10])=[N:4][N:5]([CH3:7])[CH:6]=3)[CH:41]=2)[NH:36][CH:35]=1)[CH3:33] |f:2.3,5.6.7,9.10.11.12|. Procedure: To a solution of 4-bromo-1-methyl-1H-pyrazole-3-carboxylic acid (20.0 mg, 0.0976 mmol) in THF (3 mL, 40 mmol) was added 1.0 M of BH3.THF in THF (0.49 mL, 0.49 mmol), and the resulting solution was heated to 60° C. overnight. The material was extracted with EtOAc and washed with sat. NaHCO3 (3×) to remove carboxylic acid starting material. The organic layer was concentrated in vacuo. 3-[(S)-1-(2-Chloro-3-fluoro-6-methoxyphenyl)-ethyl]-5-(4,4,5,5-tetramethyl-[1,3,2]dioxaborolan-2-yl)-1H-pyrrolo[2,... Reactants: CC(C)NCC(COC=1C=CC(=CC1)COCCOC(C)C)O.C(=C/C(=O)O)\C(=O)O (bisoprolol fumarate), talc. Solvent: O (water). Run at time 10 minute. The product is CC(C)NCC(COC=1C=CC(=CC1)COCCOC(C)C)O (bisoprolol). Reaction SMILES: [CH3:1][CH:2]([NH:4][CH2:5][CH:6]([OH:23])[CH2:7][O:8][C:9]1[CH:10]=[CH:11][C:12]([CH2:15][O:16][CH2:17][CH2:18][O:19][CH:20]([CH3:22])[CH3:21])=[CH:13][CH:14]=1)[CH3:3].C(/C(O)=O)=C\C(O)=O>O>[CH3:3][CH:2]([NH:4][CH2:5][CH:6]([OH:23])[CH2:7][O:8][C:9]1[CH:10]=[CH:11][C:12]([CH2:15][O:16][CH2:17][CH2:18][O:19][CH:20]([CH3:22])[CH3:21])=[CH:13][CH:14]=1)[CH3:1] |f:0.1|. Procedure details: A solution of bisoprolol was prepared as follows. To 529.2 g of purified water were added 180 g of bisoprolol fumarate 2:1. The mixture was stirred for 10 minutes to dissolve the drug. 10.8 g of talc USP (Whitaker, Clark and Daniels Inc., South Plainfield, N.J., USA) were added to the solution and the mixture was stirred for 20 minutes. The reactants are C=CC#N, C[N+](C)(C)Cc1ccccc1, CO, Oc1ccc(Oc2ccccc2)cc1, [OH-], O. Yields the product N#CCCOc1ccc(Oc2ccccc2)cc1. RXN SMILES: [CH2:15]=[CH:16][C:17]#[N:18].[CH2:20]([N+:21]([CH3:22])([CH3:23])[CH3:24])[c:25]1[cH:26][cH:27][cH:28][cH:29][cH:30]1.[CH3:31][OH:32].[O:1]([c:2]1[cH:3][cH:4][cH:5][cH:6][cH:7]1)[c:8]1[cH:9][cH:10][c:11]([OH:14])[cH:12][cH:13]1.[OH-:19].[OH2:33]>>[O:1]([c:2]1[cH:3][cH:4][cH:5][cH:6][cH:7]1)[c:8]1[cH:9][cH:10][c:11]([O:14][CH2:15][CH2:16][C:17]#[N:18])[cH:12][cH:13]1. Starting materials: stannous chloride, C(C1=CC=CC=C1)N1CCC(CC1)N1C(C2=CC=CC=3C2=C(C1=O)C=CC3[N+](=O)[O-])=O (2-(1-benzylpiperidin-4-yl)-2,3-dihydro-6-nitro-1H-benz[de]isoquinoline-1,3-dione), [OH-].[Na+] (sodium hydroxide), C(Cl)Cl (methylene chloride), Cl (hydrochloric acid). Run in C(C)(=O)O (acetic acid). Conditions: time 2 hour. Product: NC=1C=CC=2C(N(C(C3=CC=CC1C23)=O)C2CCN(CC2)CC2=CC=CC=C2)=O (6-amino-2-(1-benzylpiperidin-4-yl)-2,3-dihydro-1H-benz[de]isoquinoline-1,3-dione). The yield is 82.1%. RXN SMILES: [CH2:1]([N:8]1[CH2:13][CH2:12][CH:11]([N:14]2[C:23](=[O:24])[C:22]3[CH:25]=[CH:26][C:27]([N+:28]([O-])=O)=[C:20]4[C:21]=3[C:16](=[CH:17][CH:18]=[CH:19]4)[C:15]2=[O:31])[CH2:10][CH2:9]1)[C:2]1[CH:7]=[CH:6][CH:5]=[CH:4][CH:3]=1.Cl.[OH-].[Na+].C(Cl)Cl>C(O)(=O)C>[NH2:28][C:27]1[CH:26]=[CH:25][C:22]2[C:23](=[O:24])[N:14]([CH:11]3[CH2:12][CH2:13][N:8]([CH2:1][C:2]4[CH:7]=[CH:6][CH:5]=[CH:4][CH:3]=4)[CH2:9][CH2:10]3)[C:15](=[O:31])[C:16]3[C:21]=2[C:20]=1[CH:19]=[CH:18][CH:17]=3 |f:2.3|. Procedure: To a solution of stannous chloride (5.0 g; 22.2 mmol) and 2-(1-benzylpiperidin-4-yl)-2,3-dihydro-6-nitro-1H-benz[de]isoquinoline-1,3-dione (1.9 g; 4.75 mmol), prepared as in Example 3, in glacial acetic acid (5 mL) was added 10% hydrochloric acid (7 mL). The reaction mixture was stirred for 2 hours and then a mixture of 10% sodium hydroxide and methylene chloride was added. The aqueous layer was extracted three additional times with methylene chloride and then the combined extracts were dried ov...